Task: describe an organic reaction: reactants, conditions, products, and yield. Dataset: the Open Reaction Database (ORD), a public repository of structured organic reaction records Starting materials: CC(C(=O)OCCS)c1cc(C(C)(C)C)c(O)c(C(C)(C)C)c1, COC(=O)C(C)c1cc(C)c(O)c(C(C)(C)C)c1, Cc1cc(C(C)(CCS)C(=O)[O-])cc(C(C)(C)C)c1O. The product is Cc1cc(C(C)C(=O)OCCS)cc(C(C)(C)C)c1O. RXN SMILES: [C:39]([CH3:40])([CH3:41])([CH3:42])[c:43]1[cH:44][c:45]([CH:54]([C:55](=[O:56])[O:57][CH2:58][CH2:59][SH:60])[CH3:61])[cH:46][c:47]([C:50]([CH3:51])([CH3:52])[CH3:53])[c:48]1[OH:49].[CH3:1][c:2]1[cH:3][c:4]([CH:5]([CH3:6])[C:7]([O:8][CH3:9])=[O:10])[cH:11][c:12]([C:13]([CH3:14])([CH3:15])[CH3:16])[c:17]1[OH:18].[SH:19][CH2:20][CH2:21][C:22]([c:23]1[cH:24][c:25]([C:26]([CH3:27])([CH3:28])[CH3:29])[c:30]([OH:31])[c:32]([CH3:33])[cH:34]1)([CH3:35])[C:36]([O-:37])=[O:38]>>[C:39]([CH3:40])([CH3:41])([CH3:42])[c:43]1[cH:44][c:45]([CH:54]([C:55](=[O:56])[O:57][CH2:58][CH2:59][SH:60])[CH3:61])[cH:46][c:47]([CH3:50])[c:48]1[OH:49]. Starting materials: CC(=O)O[C@@H]\1COC(=O)/C1=C/C[C@@H]2C(=C)CC[C@H]3[C@]2(CC[C@@H]4[C@]3(COC(O4)(C)C)C)C (14-acetyl-3,19-isopropylidene andrographolide), C(C)(=O)O (acetic acid). Run in ClCCl (dichloromethane). Reaction conditions: time 10 minute. Yields the product CC(=O)OC\1COC(=O)/C1=C\CC2C(=C)CCC3C2(CCC(C3(C)CO)O)C (14-acetyl andrographolide). Reaction SMILES: [CH3:1][C:2]([O:4][C@@H:5]1[CH2:6][O:7][C:8](/[C:10]/1=[CH:11]/[CH2:12][C@H:13]1[C@:19]2([CH3:31])[CH2:20][CH2:21][C@H:22]3[O:27]C(C)(C)[O:25][CH2:24][C@@:23]3([CH3:30])[C@H:18]2[CH2:17][CH2:16][C:14]1=[CH2:15])=[O:9])=[O:3].C(O)(=O)C>ClCCl>[CH3:1][C:2]([O:4][CH:5]1[CH2:6][O:7][C:8](/[C:10]/1=[CH:11]\[CH2:12][CH:13]1[C:19]2([CH3:31])[CH2:20][CH2:21][CH:22]([OH:27])[C:23]([CH2:24][OH:25])([CH3:30])[CH:18]2[CH2:17][CH2:16][C:14]1=[CH2:15])=[O:9])=[O:3]. Procedure details: 14-Acetyl-3,19-isopropylidene andrographolide (13 g) obtained in step 2 was treated with 75 ml of aq. acetic acid (aceticacid:water=7:3) and the contents stirred for 10 min at room temperature till a clear solution was obtained. The contents were diluted with dichloromethane (500 ml) and washed with water (3×300 ml) followed by aq sodium bicarbonate (2×300 ml). The organic layer was separated, dried over Na2SO4 and concentrated to get crude 14-acetyl andrographolide as a pale yellow coloured sol... Reactants: CC1(C)C2CCC1(CS(=O)(=O)O)C(=O)C2, O=C([O-])O, CC(C)O, O=S(=O)(c1ccccc1Nc1nc(Cl)ncc1Cl)N1CCCC1, Nc1ccc2c(c1)NC(=O)CCC2, [Na+], O. Product: O=C1CCCc2ccc(Nc3ncc(Cl)c(Nc4ccccc4S(=O)(=O)N4CCCC4)n3)cc2N1. RXN SMILES: [C:37]12([CH2:38][S:39]([OH:40])(=[O:41])=[O:42])[C:43]([CH3:44])([CH3:45])[CH:46]([CH2:47][CH2:48]1)[CH2:49][C:50]2=[O:51].[C:52](=[O:53])([OH:54])[O-:55].[CH:57]([OH:58])([CH3:59])[CH3:60].[Cl:14][c:15]1[n:16][cH:17][c:18]([Cl:36])[c:19]([NH:21][c:22]2[c:23]([S:28](=[O:29])(=[O:30])[N:31]3[CH2:32][CH2:33][CH2:34][CH2:35]3)[cH:24][cH:25][cH:26][cH:27]2)[n:20]1.[NH2:1][c:2]1[cH:3][cH:4][c:5]2[c:6]([cH:13]1)[NH:7][C:8](=[O:12])[CH2:9][CH2:10][CH2:11]2.[Na+:56].[OH2:61]>>[NH:1]([c:2]1[cH:3][cH:4][c:5]2[c:6]([cH:13]1)[NH:7][C:8](=[O:12])[CH2:9][CH2:10][CH2:11]2)[c:15]1[n:16][cH:17][c:18]([Cl:36])[c:19]([NH:21][c:22]2[c:23]([S:28](=[O:29])(=[O:30])[N:31]3[CH2:32][CH2:33][CH2:34][CH2:35]3)[cH:24][cH:25][cH:26][cH:27]2)[n:20]1. Reactants: C1(=CC=CC=C1)C=1OC2=C(N1)C=C(C=C2)C(C#N)C (2-(2-phenyl-5-benzoxazolyl)propionitrile), CI (methyl iodide). Product: C1(=CC=CC=C1)C=1OC2=C(N1)C=C(C=C2)C(C#N)(C)C (2-(2-phenyl-5-benzoxazolyl)isobutyronitrile). Reaction SMILES: [C:1]1([C:7]2[O:8][C:9]3[CH:15]=[CH:14][C:13]([CH:16]([CH3:19])[C:17]#[N:18])=[CH:12][C:10]=3[N:11]=2)[CH:6]=[CH:5][CH:4]=[CH:3][CH:2]=1.[CH3:20]I>>[C:1]1([C:7]2[O:8][C:9]3[CH:15]=[CH:14][C:13]([C:16]([CH3:20])([CH3:19])[C:17]#[N:18])=[CH:12][C:10]=3[N:11]=2)[CH:6]=[CH:5][CH:4]=[CH:3][CH:2]=1. Procedure details: By treatment of 2-(2-phenyl-5-benzoxazolyl)propionitrile with methyl iodide in the manner described in Example 12, there was obtained 2-(2-phenyl-5-benzoxazolyl)isobutyronitrile which, on treatment with concentrated hydrochloric acid as described in Example 1(f), yielded 2-(2-phenyl-5-benzoxazolylisobutyric acid, m.p. 92°- 95°C. Reaction SMILES: [CH2:1]([O:3][C:4]([C:6]1[N:7]=[C:8]([N:11]2[CH2:14][CH:13]([OH:15])[CH2:12]2)[S:9][CH:10]=1)=[O:5])[CH3:2].[Si:16](Cl)([C:29]([CH3:32])([CH3:31])[CH3:30])([C:23]1[CH:28]=[CH:27][CH:26]=[CH:25][CH:24]=1)[C:17]1[CH:22]=[CH:21][CH:20]=[CH:19][CH:18]=1.N1C=CN=C1.C(O)C>CN(C)C=O>[Si:16]([O:15][CH:13]1[CH2:12][N:11]([C:8]2[S:9][CH:10]=[C:6]([C:4]([O:3][CH2:1][CH3:2])=[O:5])[N:7]=2)[CH2:14]1)([C:29]([CH3:32])([CH3:31])[CH3:30])([C:23]1[CH:24]=[CH:25][CH:26]=[CH:27][CH:28]=1)[C:17]1[CH:22]=[CH:21][CH:20]=[CH:19][CH:18]=1. The reactants are C(C)OC(=O)C=1N=C(SC1)N1CC(C1)O (1-(4-ethoxycarbonyl-1,3-thiazol-2-yl)-3-hydroxyazetidine), C(C)O (ethanol), [Si](C1=CC=CC=C1)(C1=CC=CC=C1)(C(C)(C)C)Cl (t-butyldiphenylsilyl chloride), N1C=NC=C1 (imidazole). Solvent: CN(C=O)C (dimethylformamide). The product is [Si](C1=CC=CC=C1)(C1=CC=CC=C1)(C(C)(C)C)OC1CN(C1)C=1SC=C(N1)C(=O)OCC (3-t-butyldiphenylsilyloxy-1-(4-ethoxycarbonyl-1,3-thiazol-2-yl)azetidine). Run at time 10 minute. Yield: 85.5%. Procedure: To a solution of 1-(4-ethoxycarbonyl-1,3-thiazol-2-yl)-3-hydroxyazetidine (8.5 g, 37.2 mmol) (obtained as described in Reference Example 1(2)) in dimethylformamide (255 ml) were added t-butyldiphenylsilyl chloride (19.4 ml, 74.5 mmol) and imidazole (5.07 g, 74.5 mmol) in an ice bath. After stirring the mixture in an ice bath for 10 minutes, the resulting mixture was stirred at room temperature for 2.5 hours. After checking the completion of the reaction, ethanol (2.59 ml) was added to the reacti... Reactants: FC1=C(C=C(C=C1)OC)C=1C(=CC(=CC1)O)O (2′-fluoro-5′-methoxybiphenyl-2,4-diol), FC(S(=O)(=O)O[Si](C(C)C)(C(C)C)C(C)C)(F)F (triisopropylsilyl trifluoromethanesulfonate), CC1=NC(=CC=C1)C (2,6-dimethylpyridine), [Cl-].[NH4+] (ammonium chloride). Solvent: C1(=CC=CC=C1)C (toluene). Run at time 3 hour. Product: FC1=C(C=C(C=C1)OC)C=1C(=CC(=CC1)O[Si](C(C)C)(C(C)C)C(C)C)O (2′-fluoro-5′-methoxy-4-((triisopropylsilyl)oxy)biphenyl-2-ol). RXN SMILES: [F:1][C:2]1[CH:7]=[CH:6][C:5]([O:8][CH3:9])=[CH:4][C:3]=1[C:10]1[C:11]([OH:17])=[CH:12][C:13]([OH:16])=[CH:14][CH:15]=1.FC(F)(F)S(O[Si:24]([CH:31]([CH3:33])[CH3:32])([CH:28]([CH3:30])[CH3:29])[CH:25]([CH3:27])[CH3:26])(=O)=O.CC1C=CC=C(C)N=1.[Cl-].[NH4+]>C1(C)C=CC=CC=1>[F:1][C:2]1[CH:7]=[CH:6][C:5]([O:8][CH3:9])=[CH:4][C:3]=1[C:10]1[C:11]([OH:17])=[CH:12][C:13]([O:16][Si:24]([CH:31]([CH3:33])[CH3:32])([CH:28]([CH3:30])[CH3:29])[CH:25]([CH3:27])[CH3:26])=[CH:14][CH:15]=1 |f:3.4|. Reported procedure: Under a nitrogen atmosphere, to a solution of 2′-fluoro-5′-methoxybiphenyl-2,4-diol (10.6 g) in toluene (80 mL) were added triisopropylsilyl trifluoromethanesulfonate (18 mL) and 2,6-dimethylpyridine (8.0 mL) at −15° C., and the mixture was stirred for 3 hr. To the reaction mixture was added saturated aqueous ammonium chloride solution, and the mixture was extracted with ethyl acetate. The extract was washed with saturated brine and dried over anhydrous sodium sulfate. The solvent was evaporated... The reactants are CC(=O)[O-], CC(=O)[O-], CCOCC, OC1CCCCCCC1, ClCCl, CCOC(=O)C=[N+]=[N-], [Rh+2]. The product is CCOC(=O)COC1CCCCCCC1. Reaction SMILES: [C:26]([O-:27])(=[O:28])[CH3:29].[C:31]([O-:32])(=[O:33])[CH3:34].[CH3:21][CH2:22][O:23][CH2:24][CH3:25].[CH:1]1([OH:9])[CH2:2][CH2:3][CH2:4][CH2:5][CH2:6][CH2:7][CH2:8]1.[Cl:18][CH2:19][Cl:20].[N+:10](=[N-:11])=[CH:12][C:13](=[O:14])[O:15][CH2:16][CH3:17].[Rh+2:30]>>[CH:1]1([O:9][CH2:12][C:13](=[O:14])[O:15][CH2:16][CH3:17])[CH2:2][CH2:3][CH2:4][CH2:5][CH2:6][CH2:7][CH2:8]1. Reactants: C=CC#N, CO, CS(=O)(=O)N1CCNCC1. Yields the product CS(=O)(=O)N1CCN(CCC#N)CC1. RXN SMILES: [CH2:11]=[CH:12][C:13]#[N:14].[CH3:15][OH:16].[CH3:1][S:2](=[O:3])(=[O:4])[N:5]1[CH2:6][CH2:7][NH:8][CH2:9][CH2:10]1>>[CH3:1][S:2](=[O:3])(=[O:4])[N:5]1[CH2:6][CH2:7][N:8]([CH2:11][CH2:12][C:13]#[N:14])[CH2:9][CH2:10]1. Starting materials: CC(C)C[Al+]CC(C)C, CC(=O)O, CCOCC, [H-], CCCCCC(CCC1C(C#N)CC(OC2CCCCO2)C1OC1CCCCO1)OC1CCCCO1, c1ccccc1. Yields the product CCCCCC(CCC1C(C=O)CC(OC2CCCCO2)C1OC1CCCCO1)OC1CCCCO1. As a reaction SMILES: [CH2:38]([Al+:39][CH2:40][CH:41]([CH3:42])[CH3:43])[CH:44]([CH3:45])[CH3:46].[CH3:47][C:48]([OH:49])=[O:50].[CH3:51][CH2:52][O:53][CH2:54][CH3:55].[H-:37].[O:1]1[CH:2]([O:7][CH:8]2[CH:9]([CH2:22][CH2:23][CH:24]([CH2:25][CH2:26][CH2:27][CH2:28][CH3:29])[O:30][CH:31]3[O:32][CH2:33][CH2:34][CH2:35][CH2:36]3)[CH:10]([C:20]#[N:21])[CH2:11][CH:12]2[O:13][CH:14]2[O:15][CH2:16][CH2:17][CH2:18][CH2:19]2)[CH2:3][CH2:4][CH2:5][CH2:6]1.[cH:56]1[cH:57][cH:58][cH:59][cH:60][cH:61]1>>[O:1]1[CH:2]([O:7][CH:8]2[CH:9]([CH2:22][CH2:23][CH:24]([CH2:25][CH2:26][CH2:27][CH2:28][CH3:29])[O:30][CH:31]3[O:32][CH2:33][CH2:34][CH2:35][CH2:36]3)[CH:10]([CH:20]=[O:49])[CH2:11][CH:12]2[O:13][CH:14]2[O:15][CH2:16][CH2:17][CH2:18][CH2:19]2)[CH2:3][CH2:4][CH2:5][CH2:6]1. Reactants: [Si](C1=CC=CC=C1)(C1=CC=CC=C1)(C(C)(C)C)Cl (t-butyldiphenylsilyl chloride), C(CCC#C)O (4-pentyn-1-ol), N1C=NC=C1 (Imidazole). Run in O (water), CN(C)C=O (DMF). The product is [Si](C1=CC=CC=C1)(C1=CC=CC=C1)(C(C)(C)C)OCCCC#C (5-(t-Butyldiphenylsilyloxy)-1-pentyne). Yield: 1265.9%. Reaction SMILES: N1C=CN=C1.[Si:6](Cl)([C:19]([CH3:22])([CH3:21])[CH3:20])([C:13]1[CH:18]=[CH:17][CH:16]=[CH:15][CH:14]=1)[C:7]1[CH:12]=[CH:11][CH:10]=[CH:9][CH:8]=1.[CH2:24]([OH:29])[CH2:25][CH2:26][C:27]#[CH:28]>CN(C=O)C.O>[Si:6]([O:29][CH2:24][CH2:25][CH2:26][C:27]#[CH:28])([C:19]([CH3:22])([CH3:21])[CH3:20])([C:13]1[CH:18]=[CH:17][CH:16]=[CH:15][CH:14]=1)[C:7]1[CH:12]=[CH:11][CH:10]=[CH:9][CH:8]=1. Procedure details: Imidazole (9.29 g (136 mmol) was dissolved in 50 ml of DMF under nitrogen with stirring. To this solution was added 18.75 g (17.74 mmol) of t-butyldiphenylsilyl chloride and 5.27 g (5.55 mmol) of 4-pentyn-1-ol and the mixture was stirred at room temperature for 2 h. The mixture was carefully diluted with 300 ml of water, extracted with ethyl acetate, and the organic layer was washed with water, brine, and dried over magnesium sulfate. The organic solution was concentrated in vacuo to provide 22....